Dataset: the Open Reaction Database (ORD), a public repository of structured organic reaction records. Task: describe an organic reaction: reactants, conditions, products, and yield Reactants: C(C)(C)(C)OC(=O)N1[C@H](C(=O)O)CCC1 (N-t-butoxycarbonyl-(S)-proline), C1(=CC=CC=C1)NC(=O)CBr (phenylcarbamoyl methyl bromide), ice water, C(O)([O-])=O.[Na+] (sodium hydrogencarbonate). Run in CN(C)C=O (DMF). Run at time 20 hour. Yields the product C1(=CC=CC=C1)NC(=O)COC([C@H]1N(CCC1)C(=O)OC(C)(C)C)=O (N-t-butoxycarbonyl-(S)-proline phenylcarbamoylmethyl ester). RXN SMILES: [C:1]([O:5][C:6]([N:8]1[CH2:15][CH2:14][CH2:13][C@H:9]1[C:10]([OH:12])=[O:11])=[O:7])([CH3:4])([CH3:3])[CH3:2].[C:16]1([NH:22][C:23]([CH2:25]Br)=[O:24])[CH:21]=[CH:20][CH:19]=[CH:18][CH:17]=1.C(=O)([O-])O.[Na+]>CN(C=O)C>[C:16]1([NH:22][C:23]([CH2:25][O:11][C:10](=[O:12])[C@@H:9]2[CH2:13][CH2:14][CH2:15][N:8]2[C:6]([O:5][C:1]([CH3:4])([CH3:2])[CH3:3])=[O:7])=[O:24])[CH:21]=[CH:20][CH:19]=[CH:18][CH:17]=1 |f:2.3|. Procedure details: In 15 ml of DMF were dissolved 2.8 g of N-t-butoxycarbonyl-(S)-proline and 2.8 g of phenylcarbamoyl methyl bromide. To the solution was added 1.1 g of sodium hydrogencarbonate. The mixture was stirred at room temperature for 20 hours. The reaction mixture was poured into ice water, followed by extraction with ethyl acetate. The extract was washed with a saturated aqueous solution of sodium hydrogencarbonate and with water and dried over anhydrous sodium sulfate. The solvent was distilled off und... Starting materials: C1=CC=CC=2C3=CC=CC=C3C(C12)COC(N([C@H](CC1=CC2=CC=CC=C2C=C1)C(N([C@H](CC1=CC=CC=C1)C(=O)NNC)C)=O)C)=O (N-methyl-N-((1R)-1-(N-methyl-N-[(1R)-1-(N'-methylhydrazinocarbonyl)-2-phenylethyl]carbamoyl)-2-(2-naphthyl)ethyl)carbamic acid ((9H-fluoren-9-yl)methyl) ester), C(C)(=O)OC(C)=O (acetic acid anhydride), N1=CC=CC=C1 (pyridine). The solvent is C(Cl)Cl (methylene chloride). Reaction conditions: time 8 hour. The product is C1=CC=CC=2C3=CC=CC=C3C(C12)COC(N(C)[C@H](CC1=CC2=CC=CC=C2C=C1)C(N(C)[C@@H](C(=O)NN(C)C(C)=O)CC1=CC=CC=C1)=O)=O (N-((1R)-1-(N-[(1R)-2-(N'-acetyl-N'-methylhydrazino)-1-benzyl-2-oxoethyl]-N-methylcarbamoyl)-2-(2-naphthyl)ethyl)-N-methylcarbamic acid ((9H-fluoren-9-yl)methyl) ester). Isolated yield 110.0%. RXN SMILES: [CH:1]1[C:13]2[CH:12]([CH2:14][O:15][C:16](=[O:48])[N:17]([CH3:47])[C@@H:18]([C:30](=[O:46])[N:31]([CH3:45])[C@@H:32]([C:40]([NH:42][NH:43][CH3:44])=[O:41])[CH2:33][C:34]3[CH:39]=[CH:38][CH:37]=[CH:36][CH:35]=3)[CH2:19][C:20]3[CH:29]=[CH:28][C:27]4[C:22](=[CH:23][CH:24]=[CH:25][CH:26]=4)[CH:21]=3)[C:11]3[C:6](=[CH:7][CH:8]=[CH:9][CH:10]=3)[C:5]=2[CH:4]=[CH:3][CH:2]=1.[C:49](OC(=O)C)(=[O:51])[CH3:50].N1C=CC=CC=1>C(Cl)Cl>[CH:10]1[C:11]2[CH:12]([CH2:14][O:15][C:16](=[O:48])[N:17]([C@@H:18]([C:30](=[O:46])[N:31]([C@H:32]([CH2:33][C:34]3[CH:35]=[CH:36][CH:37]=[CH:38][CH:39]=3)[C:40]([NH:42][N:43]([C:49](=[O:51])[CH3:50])[CH3:44])=[O:41])[CH3:45])[CH2:19][C:20]3[CH:29]=[CH:28][C:27]4[C:22](=[CH:23][CH:24]=[CH:25][CH:26]=4)[CH:21]=3)[CH3:47])[C:13]3[C:5](=[CH:4][CH:3]=[CH:2][CH:1]=3)[C:6]=2[CH:7]=[CH:8][CH:9]=1. Procedure: To a solution of N-methyl-N-((1R)-1-(N-methyl-N-[(1R)-1-(N'-methylhydrazinocarbonyl)-2-phenylethyl]carbamoyl)-2-(2-naphthyl)ethyl)carbamic acid ((9H-fluoren-9-yl)methyl) ester (0.18 g, 0.28 mmol) in methylene chloride (2 ml) was added acetic acid anhydride (0.053 ml) and pyridine (0.027 ml) and the mixture was stirred overnight. The mixture was concentrated in vacuo and stripped three times with methylene chloride to give 0.21 g (110%) of N-((1R)-1-(N-[(1R)-2-(N'-acetyl-N'-methylhydrazino)-1-ben...